This data is from the Open Reaction Database (ORD), a public repository of structured organic reaction records. The task is: describe an organic reaction: reactants, conditions, products, and yield Reactants: S(=O)(=O)([O-])[O-].[Na+].[Na+] (sodium sulfate), C(C)(=O)O[BH-](OC(C)=O)OC(C)=O.[Na+] (sodium triacetoxy borohydride), FC=1C=C2CCC(CC2=C(C1)F)=O (6,8-difluoro-3,4-dihydro-1H-naphthalen-2-one), Cl.C(C1=CC=CC=C1)OCC(C)(C)C1=NN=C(S1)NC(C(CCC)N)=O (2-amino-pentanoic acid [5-(2-benzyloxy-1,1-dimethyl-ethyl)-[1,3,4]thiadiazol-2-yl]-amide HCl). Run in C(C)N(CC)CC (triethyl amine), C(Cl)Cl (methylene chloride), C(C)(=O)O (acetic acid). Reaction conditions: time 15 minute. Product: C(C1=CC=CC=C1)OCC(C)(C)C1=NN=C(S1)NC(C(CCC)NC1CC2=C(C=C(C=C2CC1)F)F)=O (2-(6,8-difluoro-1,2,3,4-tetrahydro-naphthalen-2-ylamino)-pentanoic acid [5-(2-benzyloxy-1,1-dimethyl-ethyl)-[1,3,4]thiadiazol-2-yl]-amide). Isolated yield 38.2%. As a reaction SMILES: [F:1][C:2]1[CH:3]=[C:4]2[C:9](=[C:10]([F:12])[CH:11]=1)[CH2:8][C:7](=O)[CH2:6][CH2:5]2.Cl.[CH2:15]([O:22][CH2:23][C:24]([C:27]1[S:31][C:30]([NH:32][C:33](=[O:39])[CH:34]([NH2:38])[CH2:35][CH2:36][CH3:37])=[N:29][N:28]=1)([CH3:26])[CH3:25])[C:16]1[CH:21]=[CH:20][CH:19]=[CH:18][CH:17]=1.S([O-])([O-])(=O)=O.[Na+].[Na+].C(O[BH-](OC(=O)C)OC(=O)C)(=O)C.[Na+]>C(Cl)Cl.C(O)(=O)C.C(N(CC)CC)C>[CH2:15]([O:22][CH2:23][C:24]([C:27]1[S:31][C:30]([NH:32][C:33](=[O:39])[CH:34]([NH:38][CH:7]2[CH2:6][CH2:5][C:4]3[C:9](=[C:10]([F:12])[CH:11]=[C:2]([F:1])[CH:3]=3)[CH2:8]2)[CH2:35][CH2:36][CH3:37])=[N:29][N:28]=1)([CH3:25])[CH3:26])[C:16]1[CH:17]=[CH:18][CH:19]=[CH:20][CH:21]=1 |f:1.2,3.4.5,6.7|. Procedure details: A mixture of 6,8-difluoro-3,4-dihydro-1H-naphthalen-2-one (521 mg, 2.86 mmol), 2-amino-pentanoic acid [5-(2-benzyloxy-1,1-dimethyl-ethyl)-[1,3,4]thiadiazol-2-yl]-amide HCl (1140 mg, 2.86 mmol) in methylene chloride (25 mL) was treated with triethyl amine (0.4 mL), then acetic acid (0.7 mL) and sodium sulfate. After stirring for 15 min, 95% pure sodium triacetoxy borohydride (767 mg, 3.4 mmol) was added and the resulting mixture was stirred at rt overnight. The mixture was quenched with dilute wa... Reactants: CCOC(=O)c1c(S)nc(-c2ccccc2)c([N+](=O)[O-])c1C(=O)OCC, CCO, Cl, [Fe]. Product: CCOC(=O)c1c(S)nc(-c2ccccc2)c(N)c1C(=O)OCC. Reaction SMILES: [CH2:1]([CH3:2])[O:3][C:4](=[O:5])[c:6]1[c:7]([SH:26])[n:8][c:9](-[c:20]2[cH:21][cH:22][cH:23][cH:24][cH:25]2)[c:10]([N+:17]([O-:18])=[O:19])[c:11]1[C:12](=[O:13])[O:14][CH2:15][CH3:16].[CH3:29][CH2:30][OH:31].[ClH:27].[Fe:28]>>[CH2:1]([CH3:2])[O:3][C:4](=[O:5])[c:6]1[c:7]([SH:26])[n:8][c:9](-[c:20]2[cH:21][cH:22][cH:23][cH:24][cH:25]2)[c:10]([NH2:17])[c:11]1[C:12](=[O:13])[O:14][CH2:15][CH3:16]. Conditions: temperature 80 celsius, time 4 hour. As a reaction SMILES: FC(F)(F)C1C=C(C=CC=1)O[C:7]([O:11][C:12]1[CH:17]=[CH:16][CH:15]=[C:14]([C:18]([F:21])([F:20])[F:19])[CH:13]=1)=[CH:8][CH:9]=O.[F:27][C:28]([F:39])([F:38])[C:29]1[CH:37]=[CH:36][C:32]([C:33]([NH2:35])=[NH:34])=[CH:31][CH:30]=1.C(=O)([O-])[O-].[K+].[K+]>C(#N)C>[F:21][C:18]([F:19])([F:20])[C:14]1[CH:13]=[C:12]([CH:17]=[CH:16][CH:15]=1)[O:11][C:7]1[CH:8]=[CH:9][N:35]=[C:33]([C:32]2[CH:31]=[CH:30][C:29]([C:28]([F:27])([F:38])[F:39])=[CH:37][CH:36]=2)[N:34]=1 |f:2.3.4|. Starting materials: FC(C=1C=C(OC(=CC=O)OC2=CC(=CC=C2)C(F)(F)F)C=CC1)(F)F (3,3-bis-(3-trifluoromethylphenoxy)-acrolein), FC(C1=CC=C(C(=N)N)C=C1)(F)F (4-trifluoromethylbenzamidine), C([O-])([O-])=O.[K+].[K+] (potassium carbonate). The yield is 79.6%. The product is FC(C=1C=C(OC2=NC(=NC=C2)C2=CC=C(C=C2)C(F)(F)F)C=CC1)(F)F (4-(3-Trifluoromethylphenoxy)-2-(4-Trifluoromethylphenyl)-Pyrimidine). The solvent is C(C)#N (acetonitril). Reported procedure: A mixture of 3,3-bis-(3-trifluoromethylphenoxy)-acrolein (10 mmoles), 4-trifluoromethylbenzamidine (10 mmoles), potassium carbonate (10 mmoles) and acetonitril (100 ml), is stirred at 80° C. for four hours. The reaction mixture is cooled down to ambient temperature and filtered through silica. The organic phase is washed with ethyl acetate and concentrated in vacuo. The residue is purified by chromatography on Al2O3 (petrol ethers/ethyl acetate: 2/1) to yield 3.06 g (80%) of the pure product hav... Starting materials: Intermediate 10, ClC1=C(C=NN1C)[N+](=O)[O-] (5-chloro-1-methyl-4-nitro-1H-pyrazole), C(C)[C@H]1CN(CCN1)C(=O)OC(C)(C)C ((S)-tert-butyl 3-ethylpiperazine-1-carboxylate). Yields the product NC=1C=NN(C1N1[C@H](CN(CC1)C(=O)OC(C)(C)C)CC)C ((S)-tert-butyl 4-(4-amino-1-methyl-1H-pyrazol-5-yl)-3-ethylpiperazine-1-carboxylate). RXN SMILES: Cl[C:2]1[N:6]([CH3:7])[N:5]=[CH:4][C:3]=1[N+:8]([O-])=O.[CH2:11]([C@@H:13]1[NH:18][CH2:17][CH2:16][N:15]([C:19]([O:21][C:22]([CH3:25])([CH3:24])[CH3:23])=[O:20])[CH2:14]1)[CH3:12]>>[NH2:8][C:3]1[CH:4]=[N:5][N:6]([CH3:7])[C:2]=1[N:18]1[CH2:17][CH2:16][N:15]([C:19]([O:21][C:22]([CH3:24])([CH3:23])[CH3:25])=[O:20])[CH2:14][C@@H:13]1[CH2:11][CH3:12]. Procedure details: Following the procedure for Intermediate 10 starting from 5-chloro-1-methyl-4-nitro-1H-pyrazole from Example 1 and (S)-tert-butyl 3-ethylpiperazine-1-carboxylate gave (S)-tert-butyl 4-(4-amino-1-methyl-1H-pyrazol-5-yl)-3-ethylpiperazine-1-carboxylate as an orange gum (110 mg, 65% over two steps). LCMS (ES+) m/z 310 (M+1). Starting materials: C(C1=CC=CC=C1)OC(=O)N1CCC(CC1)C=1NC(=C(N1)C1=CC(=CC=C1)C(F)(F)F)C1=CC(=NC=C1)F (4-[5-(2-fluoropyridin-4-yl)-4-(3-trifluoromethylphenyl)1H-imidazol-2-yl]-piperidine-1-carboxylic acid benzyl ester), COC(N(C)C)OC (N,N-dimethylformamide dimethyl acetal). Solvent: C1(=CC=CC=C1)C (toluene). Conditions: temperature 120 celsius. The product is C(C1=CC=CC=C1)OC(=O)N1CCC(CC1)C=1N(C(=C(N1)C1=CC(=CC=C1)C(F)(F)F)C1=CC(=NC=C1)F)C (4-[5-(2-Fluoropyridin-4-yl)-1-methyl-4-(3-trifluoromethylphenyl)-1H-imidazol-2-yl]-piperidine-1-carboxylic acid benzyl ester). RXN SMILES: [CH2:1]([O:8][C:9]([N:11]1[CH2:16][CH2:15][CH:14]([C:17]2[NH:18][C:19]([C:32]3[CH:37]=[CH:36][N:35]=[C:34]([F:38])[CH:33]=3)=[C:20]([C:22]3[CH:27]=[CH:26][CH:25]=[C:24]([C:28]([F:31])([F:30])[F:29])[CH:23]=3)[N:21]=2)[CH2:13][CH2:12]1)=[O:10])[C:2]1[CH:7]=[CH:6][CH:5]=[CH:4][CH:3]=1.[CH3:39]OC(OC)N(C)C>C1(C)C=CC=CC=1>[CH2:1]([O:8][C:9]([N:11]1[CH2:16][CH2:15][CH:14]([C:17]2[N:18]([CH3:39])[C:19]([C:32]3[CH:37]=[CH:36][N:35]=[C:34]([F:38])[CH:33]=3)=[C:20]([C:22]3[CH:27]=[CH:26][CH:25]=[C:24]([C:28]([F:29])([F:30])[F:31])[CH:23]=3)[N:21]=2)[CH2:13][CH2:12]1)=[O:10])[C:2]1[CH:7]=[CH:6][CH:5]=[CH:4][CH:3]=1. Procedure details: To a stirring solution of 4-[5-(2-fluoropyridin-4-yl)-4-(3-trifluoromethylphenyl)1H-imidazol-2-yl]-piperidine-1-carboxylic acid benzyl ester (13.1 g, 0.025 mmole) in toluene (130 mL) was added N,N-dimethylformamide dimethyl acetal (13.1 mL). This mixture was heated to 120° C. under argon for 28 hours. The reaction was cooled, concentrated in vacuo, poured into a saturated aqueous solution of sodium bicarbonate (300 mL) which was extracted with ethyl acetate (1×1 L, 2×300 mL). The organic extract... Reactants: C(CCC)N1C(C2=C(C=3C=CC=NC13)N=CN2C)=O (5-n-Butyl-3-methyl-3H-imidazo[4,5-c][1,8]naphthyridin-4(5H)-one), C(CCC)N1C(C2=C(C=3C=CC=NC13)N=CN2)=O (5-n-Butyl-3H-imidazo[4,5-c][1,8]naphthyridin-4(5H)-one). Yields the product C1(=CC=CC=C1)N1C(C2=C(C=3C=CC=NC13)N=CN2)=O (5-Phenyl-3H-imidazo[4,5-c][1,8]naphthyridin-4(5H)-one). The yield is 72.0%. As a reaction SMILES: [CH2:1]([N:5]1[C:14]2[N:13]=[CH:12][CH:11]=[CH:10][C:9]=2[C:8]2[N:15]=[CH:16][N:17](C)[C:7]=2[C:6]1=[O:19])[CH2:2][CH2:3][CH3:4].[CH2:20](N1C2N=CC=CC=2C2N=CNC=2C1=O)[CH2:21]CC>>[C:1]1([N:5]2[C:14]3[N:13]=[CH:12][CH:11]=[CH:10][C:9]=3[C:8]3[N:15]=[CH:16][NH:17][C:7]=3[C:6]2=[O:19])[CH:2]=[CH:3][CH:4]=[CH:21][CH:20]=1. Procedure: Compound 28 was obtained according to the same procedure as in Example 4 except that Compound 27 obtained in Example 27 was used instead of Compound 3 (yield 72%). Starting materials: CCOC(=O)Nc1ccc(OC)c(OC)c1C1OCCO1, CC(C)=O, Cl. Product: CCOC(=O)Nc1ccc(OC)c(OC)c1C=O. Reaction SMILES: [CH2:1]1[O:2][CH:4]([c:5]2[c:6]([NH:15][C:16](=[O:17])[O:18][CH2:19][CH3:20])[cH:7][cH:8][c:9]([O:13][CH3:14])[c:10]2[O:11][CH3:12])[O:3][CH2:21]1.[CH3:23][C:24](=[O:25])[CH3:26].[ClH:22]>>[O:3]=[CH:4][c:5]1[c:6]([NH:15][C:16](=[O:17])[O:18][CH2:19][CH3:20])[cH:7][cH:8][c:9]([O:13][CH3:14])[c:10]1[O:11][CH3:12]. Starting materials: O=C([O-])O, CCCCO, CC(C)=O, COc1ccc(N(CCCl)CCCl)cc1, [I-], [K+], [Na+], O, Nc1ccc(-n2cccn2)cc1. RXN SMILES: [C:30](=[O:31])([O-:32])[OH:33].[CH2:35]([OH:36])[CH2:37][CH2:38][CH3:39].[CH3:41][C:42](=[O:43])[CH3:44].[Cl:1][CH2:2][CH2:3][N:4]([c:5]1[cH:6][cH:7][c:8]([O:11][CH3:12])[cH:9][cH:10]1)[CH2:13][CH2:14][Cl:15].[I-:29].[K+:28].[Na+:34].[OH2:40].[n:16]1(-[c:21]2[cH:22][cH:23][c:24]([NH2:27])[cH:25][cH:26]2)[n:17][cH:18][cH:19][cH:20]1>>[CH2:2]1[CH2:3][N:4]([c:5]2[cH:6][cH:7][c:8]([O:11][CH3:12])[cH:9][cH:10]2)[CH2:13][CH2:14][N:27]1[c:24]1[cH:23][cH:22][c:21](-[n:16]2[n:17][cH:18][cH:19][cH:20]2)[cH:26][cH:25]1. Yields the product COc1ccc(N2CCN(c3ccc(-n4cccn4)cc3)CC2)cc1. Reactants: C(C)(=O)OC1=CC=C2C(=C(C(C2=C1)=O)Br)C1=C(C=C(C=C1)F)F (2-Bromo-3-(2,4-difluorophenyl)-1-oxo-1H-inden-6-yl acetate), C(C)(=O)OC1=CC=C2C(=C(C(C2=C1)=O)Br)C1=CC=CC=C1 (2-bromo-1-oxo-3-phenyl-1H-inden-6-yl acetate). Yields the product BrC=1C(C2=CC(=CC=C2C1C1=C(C=C(C=C1)F)F)O)=O (2-Bromo-3-(2,4-difluorophenyl)-6-hydroxy-1H-inden-1-one). Yield: 90.0%. RXN SMILES: C([O:4][C:5]1[CH:13]=[C:12]2[C:8]([C:9]([C:16]3[CH:21]=[CH:20][C:19]([F:22])=[CH:18][C:17]=3[F:23])=[C:10]([Br:15])[C:11]2=[O:14])=[CH:7][CH:6]=1)(=O)C.C(OC1C=C2C(C(C3C=CC=CC=3)=C(Br)C2=O)=CC=1)(=O)C>>[Br:15][C:10]1[C:11](=[O:14])[C:12]2[C:8]([C:9]=1[C:16]1[CH:21]=[CH:20][C:19]([F:22])=[CH:18][C:17]=1[F:23])=[CH:7][CH:6]=[C:5]([OH:4])[CH:13]=2. Procedure: The procedure of Step 5 of Example 1 was repeated except for using 2-bromo-3-(2,4-difluorophenyl)-1-oxo-1H-inden-6-yl acetate obtained in Step 4 as a starting material instead of 2-bromo-1-oxo-3-phenyl-1H-inden-6-yl acetate to obtain the title compound (90%). Product: FC([C@@H]1N(CC[C@@H](C1)C1=CC(NO1)=O)C(=O)OC)F (Cis-methyl 2-(difluoromethyl)-4-(3-oxo-2,3-dihydroisoxazol-5-yl)piperidine-1-carboxylate). Isolated yield 52.4%. Solvent: O (water), O (Water), C(Cl)Cl (DCM), CO (MeOH). Conditions: temperature -40 celsius, time 15 minute. The reactants are [OH-].[Na+] (Sodium hydroxide), Cl (hydrogen chloride), FC([C@@H]1N(CC[C@@H](C1)C(CC(=O)OCC)=O)C(=O)OC)F (Cis-methyl 2-(difluoromethyl)-4-(3-ethoxy-3-oxopropanoyl)piperidine-1-carboxylate), NO (Hydroxylamine). Reaction SMILES: [F:1][CH:2]([F:21])[C@H:3]1[CH2:8][C@@H:7]([C:9](=[O:16])[CH2:10][C:11](OCC)=[O:12])[CH2:6][CH2:5][N:4]1[C:17]([O:19][CH3:20])=[O:18].[OH-].[Na+].[NH2:24]O.Cl>CO.O.C(Cl)Cl>[F:1][CH:2]([F:21])[C@H:3]1[CH2:8][C@@H:7]([C:9]2[O:16][NH:24][C:11](=[O:12])[CH:10]=2)[CH2:6][CH2:5][N:4]1[C:17]([O:19][CH3:20])=[O:18] |f:1.2|. Reported procedure: Cis-methyl 2-(difluoromethyl)-4-(3-ethoxy-3-oxopropanoyl)piperidine-1-carboxylate (1.38 g, 4.49 mmol) was dissolved in MeOH (20 mL) and cooled to −40° C. under nitrogen. Sodium hydroxide (0.180 g, 4.49 mmol) dissolved in water (2.000 mL) was added and the mixture was stirred at −40° C. for 15 min. Hydroxylamine (50% by weight in water, 0.275 mL, 4.49 mmol) was added. The resulting solution was stirred at −40° C. for 1 h. The mixture was then transferred into a prewarmed (80° C.) solution of 6 M ...